Dataset: the Open Reaction Database (ORD), a public repository of structured organic reaction records. Task: describe an organic reaction: reactants, conditions, products, and yield Reactants: Cl (HCl), hydrochloride salt, [K+].[Br-] (KBr), CO (methanol), CN1CC2=C(C=CC=C2C(C1)C1=CC2=CC=CC=C2C=C1)C (2,8-dimethyl-4-naphthalen-2-yl-1,2,3,4-tetrahydroisoquinoline). The solvent is O (H2O). The product is Cl.CN1CC2=C(C=CC=C2C(C1)C1=CC2=CC=CC=C2C=C1)C (2,8-dimethyl-4-naphthalen-2-yl-1,2,3,4-tetrahydroisoquinoline, hydrochloride salt). RXN SMILES: [ClH:1].CO.[CH3:4][N:5]1[CH2:14][CH:13]([C:15]2[CH:24]=[CH:23][C:22]3[C:17](=[CH:18][CH:19]=[CH:20][CH:21]=3)[CH:16]=2)[C:12]2[C:7](=[C:8]([CH3:25])[CH:9]=[CH:10][CH:11]=2)[CH2:6]1.[K+].[Br-]>O>[ClH:1].[CH3:4][N:5]1[CH2:14][CH:13]([C:15]2[CH:24]=[CH:23][C:22]3[C:17](=[CH:18][CH:19]=[CH:20][CH:21]=3)[CH:16]=2)[C:12]2[C:7](=[C:8]([CH3:25])[CH:9]=[CH:10][CH:11]=2)[CH2:6]1 |f:3.4,6.7|. Reported procedure: Using ethereal HCl and methanol, the product from Step B (0.73 g, 2.5 mmol) was converted to its hydrochloride salt (136 mg, 17%, 98.4% AUC HPLC) as a white amorphous solid: mp 210-214° C.; 1H NMR (300 MHz, CD3OD) δ 7.76-7.90 (m, 4 H), 7.47-7.55 (m, 2 H), 7.26 (dd, J=8.6, 1.6 Hz, 1 H), 7.10-7.21 (m, 2 H), 6.77 (d, J=7.3 Hz, 1 H), 4.78 (dd, J=11.2, 6.0 Hz, 1H), 4.65 (d, J=15.7 Hz, 1 H), 4.48 (d, J=15.6 Hz, 1 H), 3.87 (dd, J=12.1, 6.0 Hz, 1 H), 3.66 (t, J=11.8 Hz, 1 H), 3.13 (s, 3 H), 2.36 (s, 3 H...